Dataset: the Open Reaction Database (ORD), a public repository of structured organic reaction records. Task: describe an organic reaction: reactants, conditions, products, and yield Reactants: CO, Cl, COC(=O)Cc1cccc(OCCc2nc(N3CCC(C(F)(F)F)CC3)sc2C)c1F, [Na+], C1CCOC1, [OH-], O. The product is Cc1sc(N2CCC(C(F)(F)F)CC2)nc1CCOc1cccc(CC(=O)O)c1F. RXN SMILES: [CH3:35][OH:36].[ClH:34].[F:1][c:2]1[c:3]([CH2:27][C:28](=[O:29])[O:30][CH3:31])[cH:4][cH:5][cH:6][c:7]1[O:8][CH2:9][CH2:10][c:11]1[n:12][c:13]([N:17]2[CH2:18][CH2:19][CH:20]([C:23]([F:24])([F:25])[F:26])[CH2:21][CH2:22]2)[s:14][c:15]1[CH3:16].[Na+:33].[O:37]1[CH2:38][CH2:39][CH2:40][CH2:41]1.[OH-:32].[OH2:42]>>[F:1][c:2]1[c:3]([CH2:27][C:28](=[O:29])[OH:30])[cH:4][cH:5][cH:6][c:7]1[O:8][CH2:9][CH2:10][c:11]1[n:12][c:13]([N:17]2[CH2:18][CH2:19][CH:20]([C:23]([F:24])([F:25])[F:26])[CH2:21][CH2:22]2)[s:14][c:15]1[CH3:16]. Reactants: C(CCC)N1CC2CNCC(C1)C2(C)C (7-(n-butyl)-9,9-dimethyl-3,7-diazabicyclo[3.3.1]nonane), FC1=CC=C(C=C1)S(=O)(=O)Cl (4-fluorobenzenesulfonyl chloride), ice. The solvent is ClCCl (dichloromethane), ClCCl (dichloromethane). Conditions: time 1 hour. The product is C(CCC)N1CC2CN(CC(C1)C2(C)C)S(=O)(=O)C2=CC=C(C=C2)F (7-(n-butyl)-3-[(4-fluorophenyl)sulfonyl]-9,9-dimethyl-3,7-diazabicyclo[3.3.1]nonane). Yield: 94.6%. As a reaction SMILES: [F:1][C:2]1[CH:7]=[CH:6][C:5]([S:8](Cl)(=[O:10])=[O:9])=[CH:4][CH:3]=1.[CH2:12]([N:16]1[CH2:23][CH:22]2[C:24]([CH3:26])([CH3:25])[CH:18]([CH2:19][NH:20][CH2:21]2)[CH2:17]1)[CH2:13][CH2:14][CH3:15]>ClCCl>[CH2:12]([N:16]1[CH2:17][CH:18]2[C:24]([CH3:25])([CH3:26])[CH:22]([CH2:21][N:20]([S:8]([C:5]3[CH:6]=[CH:7][C:2]([F:1])=[CH:3][CH:4]=3)(=[O:10])=[O:9])[CH2:19]2)[CH2:23]1)[CH2:13][CH2:14][CH3:15]. Reported procedure: A solution of 7.2 g of 4-fluorobenzenesulfonyl chloride in 10 ml of dichloromethane was added dropwise with ice-cooling to a solution of 7.8 g of 7-(n-butyl)-9,9-dimethyl-3,7-diazabicyclo[3.3.1]nonane in 40 ml of dichloromethane. The ice-cooling was then removed, and the reaction mixture was stirred at room temperature for 1 hour. The reaction mixture was worked up by adding aqueous sodium bicarbonate solution and extracting twice with dichloromethane. The combined dichloromethane extracts were ... The reactants are C=CCBr, C1CCOC1, CCOC(=O)C1Cc2ccccc2C1. The product is C=CCC1(C(=O)OCC)Cc2ccccc2C1. As a reaction SMILES: [CH2:15]([CH:16]=[CH2:17])[Br:18].[CH2:19]1[O:20][CH2:21][CH2:22][CH2:23]1.[CH2:1]1[CH:2]([C:10](=[O:11])[O:12][CH2:13][CH3:14])[CH2:3][c:4]2[cH:5][cH:6][cH:7][cH:8][c:9]21>>[CH2:1]1[C:2]([C:10](=[O:11])[O:12][CH2:13][CH3:14])([CH2:17][CH:16]=[CH2:15])[CH2:3][c:4]2[cH:5][cH:6][cH:7][cH:8][c:9]21.